This data is from the Open Reaction Database (ORD), a public repository of structured organic reaction records. The task is: describe an organic reaction: reactants, conditions, products, and yield Starting materials: OB(O)c1ccc(F)cc1 (effective_coupling_partner), COc2nc(OC)nc(Oc1ccc(C)cc1)n2 (substrate). Reagents/catalysts: dppf. Reaction conditions: temperature 110 celsius, time 24 hour. The product is Cc2ccc(c1ccc(F)cc1)cc2. Starting materials: [Si](C)(C)(C(C)(C)C)OCCC(C#N)(CC1=CC=CC=C1)CC=C (2-(2-(t-butyldimethylsilyloxy)ethyl)-2-allyl-3-phenylpropionitrile), C(C)(=O)O (acetic acid), S(=O)([O-])[O-].[Na+].[Na+] (sodium sulfite), ClCCl (dichloromethane), [Mn](=O)(=O)(=O)[O-].[K+] (potassium permanganate). Reagents/catalysts: [O-2].[O-2].[Mn+4] (manganese dioxide), [Br-].C(CCC)[N+](CCCC)(CCCC)CCCC (tetrabutyl ammonium bromide). Solvent: C(C)(=O)OCC.CCCCCC (ethyl acetate hexane), O (water). Conditions: time 18 hour. The product is C(#N)C1(CCC(=O)OC1)CC1=CC=CC=C1 (4-cyano-4-phenylmethyl-δ-valerolactone). RXN SMILES: [Si](OC[CH2:10][C:11]([CH2:21]C=C)([CH2:14][C:15]1[CH:20]=[CH:19][CH:18]=[CH:17][CH:16]=1)[C:12]#[N:13])(C(C)(C)C)(C)C.ClCCl.[Mn]([O-])(=O)(=O)=O.[K+].S([O-])([O-])=O.[Na+].[Na+].[C:39]([OH:42])(=[O:41])[CH3:40]>[Br-].C([N+](CCCC)(CCCC)CCCC)CCC.[O-2].[O-2].[Mn+4].C(OCC)(=O)C.CCCCCC.O>[C:12]([C:11]1([CH2:14][C:15]2[CH:16]=[CH:17][CH:18]=[CH:19][CH:20]=2)[CH2:21][O:42][C:39](=[O:41])[CH2:40][CH2:10]1)#[N:13] |f:2.3,4.5.6,8.9,10.11.12,13.14|. Procedure: Combine 2-(2-(t-butyldimethylsilyloxy)ethyl)-2-allyl-3-phenylpropionitrile (1.19 g) and dichloromethane (25 mL) and water (25 mL). Add tetrabutyl ammonium bromide (0.01 g) and acetic acid (8.0 mL). Add potassium permanganate (2.24 g) portionwise over 2 hours. After 18 hours, add sodium sulfite to dissolve the precipitated manganese dioxide. Separate the layers and adjust the pH of the aqueous layer to about 2 using aqueous 1 M hydrochloric acid solution. Extract the aqueous layer three times wit... The reactants are [O-]CC.[Na+] (sodium ethoxide), C(C)OC(CC(=O)NCC1(CC1)C(=O)OCC)=O (ethyl 1-((3-ethoxy-3-oxopropanamido)methyl)cyclopropanecarboxylate). The solvent is C1(=CC=CC=C1)C (toluene), O (water). The product is O=C1NCC2(CC2)C(C1C(=O)OCC)=O (ethyl 6,8-dioxo-5-azaspiro[2.5]octane-7-carboxylate). Isolated yield 91.2%. Reaction SMILES: [O-]CC.[Na+].[CH2:5]([O:7][C:8](=[O:22])[CH2:9][C:10]([NH:12][CH2:13][C:14]1([C:17]([O:19]CC)=O)[CH2:16][CH2:15]1)=[O:11])[CH3:6]>C1(C)C=CC=CC=1.O>[O:11]=[C:10]1[CH:9]([C:8]([O:7][CH2:5][CH3:6])=[O:22])[C:17](=[O:19])[C:14]2([CH2:15][CH2:16]2)[CH2:13][NH:12]1 |f:0.1|. Procedure details: To a freshly prepared solution of sodium ethoxide [made from sodium (21 mg, 0.9338 mmol) and EtOH (0.5 mL)] was added a solution of ethyl 1-((3-ethoxy-3-oxopropanamido)methyl)cyclopropanecarboxylate (200 mg, 0.7782 mmol) in toluene (2 mL), and the resulting mixture was heated at reflux for 4 h. The mixture was cooled to RT, diluted with water (5 mL), and extracted with EtOAc (2×5 mL). The combined organic extracts were dried over Na2SO4 and concentrated in vacuo to provide ethyl 6,8-dioxo-5-azas... Reaction SMILES: [CH2:38]([P:39]([O:40][CH2:41][CH3:42])([O:43][CH2:44][CH3:45])=[O:46])[P:47](=[O:48])([O:49][CH2:50][CH3:51])[O:52][CH2:53][CH3:54].[CH3:1][O:2][c:3]1[cH:4][c:5]([CH2:6][O:7][c:8]2[n:9][n:10](-[c:15]3[cH:16][cH:17][cH:18][cH:19][cH:20]3)[cH:11][c:12]2[CH:13]=[O:14])[cH:21][cH:22][c:23]1[O:24][CH2:25][c:26]1[n:27][c:28]([N:32]2[CH2:33][CH2:34][CH2:35][CH2:36][CH2:37]2)[s:29][c:30]1[CH3:31].[CH3:55][N:56]([CH3:57])[CH:58]=[O:59].[H-:60].[Na+:61].[OH2:62]>>[CH3:1][O:2][c:3]1[cH:4][c:5]([CH2:6][O:7][c:8]2[n:9][n:10](-[c:15]3[cH:16][cH:17][cH:18][cH:19][cH:20]3)[cH:11][c:12]2[CH:13]=[CH:38][P:39]([O:40][CH2:41][CH3:42])([O:43][CH2:44][CH3:45])=[O:46])[cH:21][cH:22][c:23]1[O:24][CH2:25][c:26]1[n:27][c:28]([N:32]2[CH2:33][CH2:34][CH2:35][CH2:36][CH2:37]2)[s:29][c:30]1[CH3:31]. Reactants: CCOP(=O)(CP(=O)(OCC)OCC)OCC, COc1cc(COc2nn(-c3ccccc3)cc2C=O)ccc1OCc1nc(N2CCCCC2)sc1C, CN(C)C=O, [H-], [Na+], O. Yields the product CCOP(=O)(C=Cc1cn(-c2ccccc2)nc1OCc1ccc(OCc2nc(N3CCCCC3)sc2C)c(OC)c1)OCC. Reactants: C1N(CC2C1CNC2)C(=O)C2=C(C=CC=C2)C=2SC=CC2 ((Hexahydro-pyrrolo[3,4-c]pyrrol-2-yl)-(2-thiophen-2-yl-phenyl)-methanone), ClC1=NC=CC(=C1)C (2-chloro-4-methyl-pyridine). Product: CC1=CC(=NC=C1)N1CC2CN(CC2C1)C(=O)C1=C(C=CC=C1)C=1SC=CC1 (2-(4-Methylpyridin-2-yl)-5-[(2-thiophen-2-ylphenyl)carbonyl]octahydropyrrolo[3,4-c]pyrrole). Reaction SMILES: [CH2:1]1[CH:5]2[CH2:6][NH:7][CH2:8][CH:4]2[CH2:3][N:2]1[C:9]([C:11]1[CH:16]=[CH:15][CH:14]=[CH:13][C:12]=1[C:17]1[S:18][CH:19]=[CH:20][CH:21]=1)=[O:10].Cl[C:23]1[CH:28]=[C:27]([CH3:29])[CH:26]=[CH:25][N:24]=1>>[CH3:29][C:27]1[CH:26]=[CH:25][N:24]=[C:23]([N:7]2[CH2:8][CH:4]3[CH:5]([CH2:1][N:2]([C:9]([C:11]4[CH:16]=[CH:15][CH:14]=[CH:13][C:12]=4[C:17]4[S:18][CH:19]=[CH:20][CH:21]=4)=[O:10])[CH2:3]3)[CH2:6]2)[CH:28]=1. Procedure: The title compound was prepared in a manner analogous to Example 15 utilizing Intermediate 37 and 2-chloro-4-methyl-pyridine. MS (ESI): mass calculated for C23H23N3OS, 389.52; m/z found 390.2 [M+H]+. 1H NMR (400 MHz, CDCl3): 8.00 (d, J=5.2, 1H), 7.56-7.47 (m, 1H), 7.45-7.31 (m, 3H), 7.25-7.11 (m, 2H), 7.09-6.90 (m, 1H), 6.42 (d, J=5.2, 1H), 6.06 (br s, 1H), 3.98-2.59 (m, 10H), 2.27 (s, 3H). Reactants: N1=CC=CC2=CC=CC(=C12)NC=O (N-8-quinolinylformamide), [H-].[Na+] (sodium hydride), oil, ClC1=C(C=CC=C1)[N+](=O)[O-] (1-chloro-2-nitrobenzene), O (H2O). Run in CN(C)C=O (DMF), CN(C)C=O (DMF). Run at time 1 hour. The product is [N+](=O)([O-])C1=C(C=CC=C1)NC=1C=CC=C2C=CC=NC12 (N-(2-nitrophenyl)-8-quinolinamine). Yield: 21.2%. RXN SMILES: [H-].[Na+].[N:3]1[C:12]2[C:7](=[CH:8][CH:9]=[CH:10][C:11]=2[NH:13][CH:14]=O)[CH:6]=[CH:5][CH:4]=1.Cl[C:17]1[CH:22]=[CH:21][CH:20]=C[C:18]=1[N+:23]([O-:25])=[O:24].O>CN(C=O)C>[N+:23]([C:18]1[CH:17]=[CH:22][CH:21]=[CH:20][C:14]=1[NH:13][C:11]1[CH:10]=[CH:9][CH:8]=[C:7]2[C:12]=1[N:3]=[CH:4][CH:5]=[CH:6]2)([O-:25])=[O:24] |f:0.1|. Procedure details: A dispersion of sodium hydride in mineral oil (0.261 mol) was added portionwise at room temperature under N2 flow to a mixture of N-8-quinolinylformamide (0.174 mol) in DMF (500 ml). The mixture was stirred at room temperature for 1 hour. A solution of 1-chloro-2-nitrobenzene (0.53 mol) in DMF (200 ml) was added dropwise. The mixture was stirred at 140° C. for 12 hours and then brought to room temperature. H2O was added and the mixture was extracted with CH2Cl2. The organic layer was separated, ... The reactants are Cl.CN (methylamine hydrochloride), [OH-].[Na+] (NaOH), Cl (HCl), C[NH-].ClC1=C(OC=2C=C(C=CC2NS(=O)(=O)C)S(=O)(=O)Cl)C=CC(=C1)Cl (3-(2,4-Dichlorophenoxy)4-methylsulphonylaminobenzene-sulphonic acid chloride N-methylamide), ClC1=C(OC=2C=C(C=CC2NS(=O)(=O)C)S(=O)(=O)Cl)C=CC(=C1)Cl (3-(2,4-dichlorophenoxy)-4-methylsulphonylaminobenzenesulphonic acid chloride). Run in O1CCOCC1 (dioxan), O1CCOCC1 (dioxan). Conditions: temperature 0 celsius, time 1 hour. Yields the product CNS(=O)(=O)C1=CC(=C(C=C1)NS(=O)(=O)C)OC1=C(C=C(C=C1)Cl)Cl (3-(2,4-Dichlorophenoxy)-4-methylsulphonylamino-benzenesulphonic acid N-methylamide). Reaction SMILES: C[NH-].[Cl:3][C:4]1[CH:25]=[C:24]([Cl:26])[CH:23]=[CH:22][C:5]=1[O:6][C:7]1[CH:8]=[C:9]([S:18](Cl)(=[O:20])=[O:19])[CH:10]=[CH:11][C:12]=1[NH:13][S:14]([CH3:17])(=[O:16])=[O:15].ClC1C=C(Cl)C=CC=1OC1C=C(S(Cl)(=O)=O)C=C[C:36]=1[NH:37]S(C)(=O)=O.Cl.CN.[OH-].[Na+].Cl>O1CCOCC1>[CH3:36][NH:37][S:18]([C:9]1[CH:10]=[CH:11][C:12]([NH:13][S:14]([CH3:17])(=[O:16])=[O:15])=[C:7]([O:6][C:5]2[CH:22]=[CH:23][C:24]([Cl:26])=[CH:25][C:4]=2[Cl:3])[CH:8]=1)(=[O:20])=[O:19] |f:0.1,3.4,5.6|. Procedure: 3-(2,4-Dichlorophenoxy)4-methylsulphonylaminobenzene-sulphonic acid chloride N-methylamide (HN-56203) 3-(2,4-dichlorophenoxy)-4-methylsulphonylaminobenzenesulphonic acid chloride (0.56 g, 1.3 mmol) was dissolved in dioxan (15 ml) and at 0° C. it was added dropwise to a solution of methylamine hydrochloride (1.18 g, 17 mmol) in 1N aqueous NaOH (15 ml, 15 mmol) and dioxan (20 ml). The mixture was stirred for 1 hour at 0° C., acidified with 1N HCl and extracted with ethyl acetate. The combined orga...